Dataset: the Open Reaction Database (ORD), a public repository of structured organic reaction records. Task: describe an organic reaction: reactants, conditions, products, and yield Reactants: CCN(C(C)C)C(C)C, ClCCl, Nc1cnn2ccc(N3CCCC3c3cc(F)ccc3F)nc12, O=C=Nc1ccc(F)cc1. Product: O=C(Nc1ccc(F)cc1)Nc1cnn2ccc(N3CCCC3c3cc(F)ccc3F)nc12. RXN SMILES: [CH:34]([N:35]([CH2:36][CH3:37])[CH:38]([CH3:39])[CH3:40])([CH3:41])[CH3:42].[Cl:43][CH2:44][Cl:45].[F:1][c:2]1[c:3]([CH:9]2[N:10]([c:14]3[n:15][c:16]4[n:17]([cH:18][cH:19]3)[n:20][cH:21][c:22]4[NH2:23])[CH2:11][CH2:12][CH2:13]2)[cH:4][c:5]([F:8])[cH:6][cH:7]1.[F:24][c:25]1[cH:26][cH:27][c:28]([N:31]=[C:32]=[O:33])[cH:29][cH:30]1>>[F:1][c:2]1[c:3]([CH:9]2[N:10]([c:14]3[n:15][c:16]4[n:17]([cH:18][cH:19]3)[n:20][cH:21][c:22]4[NH:23][C:32]([NH:31][c:28]3[cH:27][cH:26][c:25]([F:24])[cH:30][cH:29]3)=[O:33])[CH2:11][CH2:12][CH2:13]2)[cH:4][c:5]([F:8])[cH:6][cH:7]1. Reactants: C(C1=CC=CC=C1)OC(C[C@H](NC(OCC1=CC=CC=C1)=O)C(NCCCN[C@H](C(=O)OC(C)(C)C)[C@@H](O)C1O[C@H]([C@@H]([C@@H]1O[Si](C)(C)C(C)(C)C)O[Si](C)(C)C(C)(C)C)N1C(N(C(C=C1)=O)CC1=CC=C(C=C1)OC)=O)=O)=O (tert-butyl (5S,12S)-5-[2-(benzyloxy)-2-oxoethyl]-12-[(R)-[(3R,4R,5R)-3,4-bis{[tert-butyl(dimethyl)silyl]oxy}-5-(3-(4-methoxybenzyl)-2,4-dioxo-3,4-dihydro-1(2H)-pyrimidinyl)tetrahydro-2-furanyl](hydroxy)methyl]-3,6-dioxo-1-phenyl-2-oxa-4,7,11-triazatridecan-13-oate). The reagents and catalysts are [Pd] (palladium on carbon). Run in CO (methanol). Yields the product N[C@@H](CC(=O)O)C(=O)NCCCN[C@@H]([C@H](O)C1O[C@H]([C@@H]([C@@H]1O[Si](C)(C)C(C)(C)C)O[Si](C)(C)C(C)(C)C)N1C(N(C(C=C1)=O)CC1=CC=C(C=C1)OC)=O)C(=O)OC(C)(C)C ((3S)-3-amino-4-[(3-{[(1S,2S)-2-[(3R,4R,5R)-3,4-bis{[tert-butyl(dimethyl)silyl]oxy}-5-(3-(4-methoxybenzyl)-2,4-dioxo-3,4-dihydro-1(2H)-pyrimidinyl)tetrahydro-2-furanyl]-1-(tert-butoxycarbonyl)-2-hydroxyethyl]amino}propyl)amino]-4-oxobutanoic acid). Isolated yield 99.4%. Reaction SMILES: C([O:8][C:9](=[O:78])[CH2:10][C@@H:11]([C:23](=[O:77])[NH:24][CH2:25][CH2:26][CH2:27][NH:28][C@@H:29]([C@H:37]([CH:39]1[C@@H:43]([O:44][Si:45]([C:48]([CH3:51])([CH3:50])[CH3:49])([CH3:47])[CH3:46])[C@@H:42]([O:52][Si:53]([C:56]([CH3:59])([CH3:58])[CH3:57])([CH3:55])[CH3:54])[C@H:41]([N:60]2[CH:65]=[CH:64][C:63](=[O:66])[N:62]([CH2:67][C:68]3[CH:73]=[CH:72][C:71]([O:74][CH3:75])=[CH:70][CH:69]=3)[C:61]2=[O:76])[O:40]1)[OH:38])[C:30]([O:32][C:33]([CH3:36])([CH3:35])[CH3:34])=[O:31])[NH:12]C(=O)OCC1C=CC=CC=1)C1C=CC=CC=1>CO.[Pd]>[NH2:12][C@H:11]([C:23]([NH:24][CH2:25][CH2:26][CH2:27][NH:28][C@H:29]([C:30]([O:32][C:33]([CH3:36])([CH3:35])[CH3:34])=[O:31])[C@@H:37]([CH:39]1[C@@H:43]([O:44][Si:45]([C:48]([CH3:51])([CH3:49])[CH3:50])([CH3:47])[CH3:46])[C@@H:42]([O:52][Si:53]([C:56]([CH3:59])([CH3:58])[CH3:57])([CH3:55])[CH3:54])[C@H:41]([N:60]2[CH:65]=[CH:64][C:63](=[O:66])[N:62]([CH2:67][C:68]3[CH:73]=[CH:72][C:71]([O:74][CH3:75])=[CH:70][CH:69]=3)[C:61]2=[O:76])[O:40]1)[OH:38])=[O:77])[CH2:10][C:9]([OH:78])=[O:8]. Reported procedure: By using an analogous procedure to that described for Example 2, tert-butyl (5S,12S)-5-[2-(benzyloxy)-2-oxoethyl]-12-[(R)-[(3R,4R,5R)-3,4-bis{[tert-butyl(dimethyl)silyl]oxy}-5-(3-(4-methoxybenzyl)-2,4-dioxo-3,4-dihydro-1(2H)-pyrimidinyl)tetrahydro-2-furanyl](hydroxy)methyl]-3,6-dioxo-1-phenyl-2-oxa-4,7,11-triazatridecan-13-oate (20 mg, 0.018 mmol, obtained from Example 16) was hydrogenated in methanol (1.5 ml) using 10% palladium on carbon (10 mg) to provide (3S)-3-amino-4-[(3-{[(1S,2S)-2-[(3R,4... Reactants: CC(=O)OC(C)=O, OC1CN2CCC1CC2, c1ccncc1. Yields the product CC(=O)OC1CN2CCC1CC2. RXN SMILES: [CH3:10][C:11](=[O:12])[O:13][C:14](=[O:15])[CH3:16].[N:1]12[CH2:2][CH:3]([OH:9])[CH:4]([CH2:5][CH2:6]1)[CH2:7][CH2:8]2.[cH:17]1[cH:18][cH:19][n:20][cH:21][cH:22]1>>[N:1]12[CH2:2][CH:3]([O:9][C:11]([CH3:10])=[O:12])[CH:4]([CH2:5][CH2:6]1)[CH2:7][CH2:8]2.